From a dataset of the Open Reaction Database (ORD), a public repository of structured organic reaction records. describe an organic reaction: reactants, conditions, products, and yield Starting materials: [OH-].[Na+] (NaOH), N1=CC(=CC2=CC=CC=C12)C=O (Quinoline 3-carboxaldehyde), Cl (HCl), [BH4-].[Na+] (NaBH4). The solvent is CCO (EtOH). Run at time 1 hour. Product: OCC=1C=NC2=CC=CC=C2C1 (3-(hydroxymethyl)quinoline). RXN SMILES: [N:1]1[C:10]2[C:5](=[CH:6][CH:7]=[CH:8][CH:9]=2)[CH:4]=[C:3]([CH:11]=[O:12])[CH:2]=1.[BH4-].[Na+].Cl.[OH-].[Na+]>CCO>[OH:12][CH2:11][C:3]1[CH:2]=[N:1][C:10]2[C:5]([CH:4]=1)=[CH:6][CH:7]=[CH:8][CH:9]=2 |f:1.2,4.5|. Reported procedure: Quinoline 3-carboxaldehyde (1.0 g, 6.37 mmol) was dissolved in 20 mL of EtOH and treated with NaBH4 (70 mg). After stirring for 1 hour, the solution was treated with 2 mL of 1N HCl, and after stirring for 10 min the reaction mixture was treated with enough 1N NaOH to make the solution basic. The reaction temperature was extracted with Et2O and the organic portion was washed with H2O and brine. The organic portion was dried over Na2SO4 and concentrated under reduced pressur to give the title comp... The reactants are [OH-].[Na+] (NaOH), CN1C(=CC2=CC=CC=C12)C(=O)NC1CC1 (1-methyl-N-cyclopropylindole-2-carboxamide), [H-].[H-].[H-].[H-].[Li+].[Al+3] (LiAlH4). Solvent: C1CCOC1 (THF), C1CCOC1 (THF). Product: CN1C(=CC2=CC=CC=C12)CNCCC (1-Methyl-2-(propylaminomethyl)-1H-indole). Isolated yield 32.8%. Reaction SMILES: [CH3:1][N:2]1[C:10]2[C:5](=[CH:6][CH:7]=[CH:8][CH:9]=2)[CH:4]=[C:3]1[C:11]([NH:13][CH:14]1[CH2:16][CH2:15]1)=O.[H-].[H-].[H-].[H-].[Li+].[Al+3].[OH-].[Na+]>C1COCC1>[CH3:1][N:2]1[C:10]2[C:5](=[CH:6][CH:7]=[CH:8][CH:9]=2)[CH:4]=[C:3]1[CH2:11][NH:13][CH2:14][CH2:15][CH3:16] |f:1.2.3.4.5.6,7.8|. Procedure details: To a solution of 1-methyl-N-cyclopropylindole-2-carboxamide (2.1 g. 9.8 mmole) in dry THF (40 mL) was added dropwise a solution of 1.0 M LiAlH4 in THF (2.2 mL, 22 mmole). The reaction mixture was heated at reflux overnight, then was cooled and uenched with 10% NaOH. The mixture was filtered and the filtrate was concentrated in vacuo. Flash chromatography on silica gel (5% MeOlUCH2Cl2) gave the title compound (0.65 g, 33%) as a viscous oil: MS (ES) m/e 203 (M+H)+. The reactants are C1=CC=C(C(=C1)C#N)C#N (phthalodinitrile). The reagents and catalysts are [Ti](Cl)(Cl)(Cl)Cl (titanium tetrachloride). The solvent is ClC1=CC=CC2=CC=CC=C12 (chloronaphthalene). Conditions: time 3 hour. The product is C=1C=CC=2C(C1)=C3NC2N=C4C=5C=CC=CC5C(=N4)N=C6C=7C=CC=CC7C(N6)=NC=8C=9C=CC=CC9C(=N3)N8 (phthalocyanine). Reaction SMILES: [CH:1]1[CH:6]=[C:5]([C:7]#[N:8])[C:4]([C:9]#[N:10])=[CH:3][CH:2]=1>[Ti](Cl)(Cl)(Cl)Cl.ClC1C2C(=CC=CC=2)C=CC=1>[CH:1]1[CH:2]=[CH:3][C:4]2[C:5](=[C:7]3[N:8]=[C:7]4[N:10]=[C:9]([C:4]5[CH:3]=[CH:2][CH:1]=[CH:6][C:5]=54)[N:10]=[C:9]4[NH:8][C:7]([C:5]5[CH:6]=[CH:1][CH:2]=[CH:3][C:4]=54)=[N:10][C:9]4=[N:8][C:7]([C:5]5[CH:6]=[CH:1][CH:2]=[CH:3][C:4]=54)=[N:10][C:9]=2[NH:8]3)[CH:6]=1. Reported procedure: In this comparative example, α-titanyloxyphthalocyanine was prepared by the method disclosed in Japanese Patent Application Laying-open No.62-134651. That is, a mixture of 40 g of phthalodinitrile, 18 g of titanium tetrachloride, and 500 cc of chloronaphthalene was stirred at the temperature of 240° C. to 250° C. for 3 hours in nitrogenous atmosphere to completely react with each other. The mixture was filtrated after the reaction, and as a result dichlorothitanium phthalocyanine was obtained. T... The reactants are ClC1=C(C=CC(=C1)OC)C(C(C(F)(F)F)(O)C=1C(=CC2=C(N(C(CO2)=O)C)C1)F)C (6-[2-(2-chloro-4-methoxy-phenyl)-1-hydroxy-1-trifluoromethyl-propyl]-7-fluoro-4-methyl-4H-benzo[1,4]oxazin-3-one), B(Br)(Br)Br (BBr3). Yields the product ClC1=C(C=CC(=C1)O)C(C(C(F)(F)F)(O)C=1C(=CC2=C(N(C(CO2)=O)C)C1)F)C (6-[2-(2-Chloro-4-hydroxy-phenyl)-1-hydroxy-1-trifluoromethyl-propyl]-7-fluoro-4-methyl-4H-benzo[1,4]oxazin-3-one). RXN SMILES: [Cl:1][C:2]1[CH:7]=[C:6]([O:8]C)[CH:5]=[CH:4][C:3]=1[CH:10]([CH3:30])[C:11]([C:17]1[C:18]([F:29])=[CH:19][C:20]2[O:25][CH2:24][C:23](=[O:26])[N:22]([CH3:27])[C:21]=2[CH:28]=1)([OH:16])[C:12]([F:15])([F:14])[F:13].B(Br)(Br)Br>>[Cl:1][C:2]1[CH:7]=[C:6]([OH:8])[CH:5]=[CH:4][C:3]=1[CH:10]([CH3:30])[C:11]([C:17]1[C:18]([F:29])=[CH:19][C:20]2[O:25][CH2:24][C:23](=[O:26])[N:22]([CH3:27])[C:21]=2[CH:28]=1)([OH:16])[C:12]([F:13])([F:14])[F:15]. Reported procedure: In analogy to Example 1, step 4, 6-[2-(2-chloro-4-methoxy-phenyl)-1-hydroxy-1-trifluoromethyl-propyl]-7-fluoro-4-methyl-4H-benzo[1,4]oxazin-3-one was reacted with BBr3 to give the title compound as a colorless foam. MS (m/e, ISP neg. ion)=432.1 [M−H+]. Reactants: CC(=O)Cl, CO, Cc1cc(N)c2cnn(-c3cccc(C(=O)O)c3)c2c1. The product is COC(=O)c1cccc(-n2ncc3c(N)cc(C)cc32)c1, Cl. Reaction SMILES: [CH3:1][C:2]([Cl:3])=[O:4].[CH3:25][OH:26].[NH2:5][c:6]1[c:7]2[cH:8][n:9][n:10](-[c:16]3[cH:17][c:18]([C:19](=[O:20])[OH:21])[cH:22][cH:23][cH:24]3)[c:11]2[cH:12][c:13]([CH3:15])[cH:14]1>>[CH3:1][O:21][C:19]([c:18]1[cH:17][c:16](-[n:10]2[n:9][cH:8][c:7]3[c:6]([NH2:5])[cH:14][c:13]([CH3:15])[cH:12][c:11]32)[cH:24][cH:23][cH:22]1)=[O:20].[ClH:3]. Yield: 68.2%. Procedure: NaBH3CN (63.0 mg, 990 μmol) was added portionwise at room temperature to a solution of 2-methoxy-5-methyl-7-(trifluoroacetyl)-6,7,8,9-tetrahydro-5H-pyrido[2,3-d]azepin-3-amine (100 mg, 330 μmol) and HCHO (37% in H2O, 2.31 mmol) in MeCN (1 ml). The mixture was stirred at room temperature for 15 min before slow addition of HOAc (0.2 ml). The reaction was stirred at room temperature for an additional 3 h and was basified with aq. K2CO3 and extracted with DCM. The organic layer was washed with water... The reactants are COC=1C(=CC2=C(CCN(CC2C)C(C(F)(F)F)=O)N1)N(C)C (2-Methoxy-N,N,5-trimethyl-7-(trifluoroacetyl)-6,7,8,9-tetrahydro-5H-pyrido[2,3-d]azepin-3-amine), C(=O)([O-])[O-].[K+].[K+].CO.O (K2CO3 MeOH H2O). Yields the product COC=1C(=CC2=C(CCNCC2C)N1)N(C)C (2-methoxy-N,N,5-trimethyl-6,7,8,9-tetrahydro-5H-pyrido[2,3-d]azepin-3-amine). As a reaction SMILES: [CH3:1][O:2][C:3]1[C:4]([N:21]([CH3:23])[CH3:22])=[CH:5][C:6]2[CH:12]([CH3:13])[CH2:11][N:10](C(=O)C(F)(F)F)[CH2:9][CH2:8][C:7]=2[N:20]=1.C([O-])([O-])=O.[K+].[K+].CO.O>>[CH3:1][O:2][C:3]1[C:4]([N:21]([CH3:23])[CH3:22])=[CH:5][C:6]2[CH:12]([CH3:13])[CH2:11][NH:10][CH2:9][CH2:8][C:7]=2[N:20]=1 |f:1.2.3.4.5|.